From a dataset of the Open Reaction Database (ORD), a public repository of structured organic reaction records. describe an organic reaction: reactants, conditions, products, and yield The reactants are O=Cc1cc(F)c(Br)cc1F, NOS(=O)(=O)O, O. Yields the product N#Cc1cc(F)c(Br)cc1F. Reaction SMILES: [Br:1][c:2]1[cH:3][c:4]([F:11])[c:5]([CH:6]=[O:7])[cH:8][c:9]1[F:10].[NH2:12][O:13][S:14]([OH:15])(=[O:16])=[O:17].[OH2:18]>>[Br:1][c:2]1[cH:3][c:4]([F:11])[c:5]([C:6]#[N:12])[cH:8][c:9]1[F:10].